From a dataset of the Open Reaction Database (ORD), a public repository of structured organic reaction records. describe an organic reaction: reactants, conditions, products, and yield Reactants: C(C)(=O)SCC(C(=O)N1[C@H](C(=O)OC)CC(C1)(OC)OC)C ((S)-1-[3-(acetylthio)-2-methyl-1-oxopropyl]-4,4-dimethoxy-L-proline, methyl ester), N (ammonia). The product is SCC(C(=O)N1[C@H](C(=O)OC)CC(C1)(OC)OC)C ((S)-1-(3-mercapto-2-methyl-1-oxopropyl)-4,4-dimethoxy-L-proline, methyl ester). Reaction SMILES: C([S:4][CH2:5][CH:6]([CH3:22])[C:7]([N:9]1[CH2:17][C:16]([O:20][CH3:21])([O:18][CH3:19])[CH2:15][C@H:10]1[C:11]([O:13][CH3:14])=[O:12])=[O:8])(=O)C.N>>[SH:4][CH2:5][CH:6]([CH3:22])[C:7]([N:9]1[CH2:17][C:16]([O:20][CH3:21])([O:18][CH3:19])[CH2:15][C@H:10]1[C:11]([O:13][CH3:14])=[O:12])=[O:8]. Procedure details: The product from Example 130 is hydrolyzed with concentrated ammonia according to the procedure of Example 4 to yield (S)-1-(3-mercapto-2-methyl-1-oxopropyl)-4,4-dimethoxy-L-proline, methyl ester.